describe an organic reaction: reactants, conditions, products, and yield From a dataset of the Open Reaction Database (ORD), a public repository of structured organic reaction records. The reactants are CC(C)Cn1c(=O)n2cnnc2c2ncn(C3CCCCO3)c21, ClCCl, O=C(O)C(F)(F)F. The product is CC(C)Cn1c(=O)n2cnnc2c2nc[nH]c21. As a reaction SMILES: [CH2:1]([CH:2]([CH3:3])[CH3:4])[n:5]1[c:6](=[O:23])[n:7]2[c:8]([c:9]3[n:10][cH:11][n:12]([CH:14]4[CH2:15][CH2:16][CH2:17][CH2:18][O:19]4)[c:13]13)[n:20][n:21][cH:22]2.[CH2:31]([Cl:32])[Cl:33].[F:24][C:25]([F:26])([F:27])[C:28]([OH:29])=[O:30]>>[CH2:1]([CH:2]([CH3:3])[CH3:4])[n:5]1[c:6](=[O:23])[n:7]2[c:8]([c:9]3[n:10][cH:11][nH:12][c:13]13)[n:20][n:21][cH:22]2.